From a dataset of the Open Reaction Database (ORD), a public repository of structured organic reaction records. describe an organic reaction: reactants, conditions, products, and yield Reported procedure: To a solution of compound 24 (575 mg, 0.99 mmol) in THF (5 mL), TREAT-HF (0.81 mL, 4.97 mmol) was added. The mixture was stirred under argon at rt overnight. Concentration and chromatography (2:1→0:1 toluene-EtOAc) gave 25 (448 mg, 0.96 μmmol, 97%); [α]D+60° (c 1.0, CHCl3); 13C NMR δ 20.7, 20.8 (CH3CO), 40.7 (HOCH2CH2NH), 61.4, 61.6, 66.4, 67.0, 67.5, 70.9, 71.0 (C-2-6, PhCH2O, OCH2CH2N), 98.2 (C-1), 128.3, 128.3, 128.7, 136.5 (aromatic C), 156.5 (NHCOOBn), 170.1, 170.5 (CH3CO); 1H NMR δ 2.04 (s... Yield: 97.0%. Reaction SMILES: [C:1]([O:4][C@H:5]1[C@H:24]([O:25][C:26](=[O:28])[CH3:27])[C@@H:23]([CH2:29][O:30][Si](C(C)(C)C)(C)C)[O:22][C@H:7]([O:8][CH2:9][CH2:10][NH:11][C:12]([O:14][CH2:15][C:16]2[CH:21]=[CH:20][CH:19]=[CH:18][CH:17]=2)=[O:13])[C@H:6]1[N:38]=[N+:39]=[N-:40])(=[O:3])[CH3:2]>C1COCC1>[C:1]([O:4][C@H:5]1[C@H:24]([O:25][C:26](=[O:28])[CH3:27])[C@@H:23]([CH2:29][OH:30])[O:22][C@H:7]([O:8][CH2:9][CH2:10][NH:11][C:12]([O:14][CH2:15][C:16]2[CH:21]=[CH:20][CH:19]=[CH:18][CH:17]=2)=[O:13])[C@H:6]1[N:38]=[N+:39]=[N-:40])(=[O:3])[CH3:2]. The product is C(C)(=O)O[C@@H]1[C@@H]([C@@H](OCCNC(=O)OCC2=CC=CC=C2)O[C@@H]([C@H]1OC(C)=O)CO)N=[N+]=[N-] (2-(benzyloxycarbonyl)aminoethyl 3,4-di-O-acetyl-2-azido-2-deoxy-α-D-mannopyranoside). The reactants are C(C)(=O)O[C@@H]1[C@@H]([C@@H](OCCNC(=O)OCC2=CC=CC=C2)O[C@@H]([C@H]1OC(C)=O)CO[Si](C)(C)C(C)(C)C)N=[N+]=[N-] (2-(benzyloxycarbonyl)aminoethyl 3,4-di-O-acetyl-2-azido-6-O-(tert-butyldimethylsilyl)-2-deoxy-α-D-mannopyranoside). Reaction conditions: time 8 hour. Solvent: C1CCOC1 (THF). The product is C(C)(=O)O.C1(=CC=CC=C1)C(C(=O)N1[C@@H](CNCC1)C(=O)O)C1=CC=CC=C1 ((S)-1-(Diphenylacetyl)piperazine-2-carboxylic acid acetate salt). Starting materials: C(C1=CC=CC=C1)OC(=O)N1C[C@H](N(CC1)C(C(C1=CC=CC=C1)C1=CC=CC=C1)=O)C(=O)O ((S)-4-(Benzyloxycarbonyl)-1-(diphenylacetyl)-piperazine-2-carboxylic acid), C(CCC)O.C(C)(=O)O.O (n-butyl alcohol acetic acid water). The reagents and catalysts are [Pd] (Pd/C). As a reaction SMILES: C(OC([N:11]1[CH2:16][CH2:15][N:14]([C:17](=[O:31])[CH:18]([C:25]2[CH:30]=[CH:29][CH:28]=[CH:27][CH:26]=2)[C:19]2[CH:24]=[CH:23][CH:22]=[CH:21][CH:20]=2)[C@H:13]([C:32]([OH:34])=[O:33])[CH2:12]1)=O)C1C=CC=CC=1.C(O)CCC.C(O)(=O)C.O>CO.[Pd]>[C:32]([OH:34])(=[O:33])[CH3:13].[C:25]1([CH:18]([C:19]2[CH:24]=[CH:23][CH:22]=[CH:21][CH:20]=2)[C:17]([N:14]2[CH2:15][CH2:16][NH:11][CH2:12][C@H:13]2[C:32]([OH:34])=[O:33])=[O:31])[CH:26]=[CH:27][CH:28]=[CH:29][CH:30]=1 |f:1.2.3,6.7|. Reported procedure: A solution of 785 mg (1.71 mmole) of (S)-4-(benzyloxycarbonyl)-1-(diphenylacetyl)piperazine-2carboxylic acid (from Step A) in 25 ml of methanol was treated with 800 mg of 10% Pd/C and the mixture was hydrogenated at 40 psi at 25° C. with rocking for 4 hours. The mixture was filtered and the catalyst was washed with 4×30 ml of acetic acid. All organic phases were combined, concentrated in vacuo, redissolved in 100 ml of water and reconcentrated in vacuo to leave 404 mg (73%) of waxy solid which w... Conditions: time 4 hour. The solvent is CO (methanol). The reactants are COc1cn(-c2cc(F)c(Br)cc2F)nc(-c2ccnn2-c2ccccc2)c1=O, C1COCCO1, CNCCNC, [Cu]I, [K+], [K+], [K+], O=C1CCCN1, O=P([O-])([O-])[O-]. Yields the product COc1cn(-c2cc(F)c(N3CCCC3=O)cc2F)nc(-c2ccnn2-c2ccccc2)c1=O. As a reaction SMILES: [Br:1][c:2]1[cH:3][c:4]([F:29])[c:5](-[n:9]2[n:10][c:11](-[c:18]3[cH:19][cH:20][n:21][n:22]3-[c:23]3[cH:24][cH:25][cH:26][cH:27][cH:28]3)[c:12](=[O:17])[c:13]([O:15][CH3:16])[cH:14]2)[cH:6][c:7]1[F:8].[CH2:50]1[O:51][CH2:52][CH2:53][O:54][CH2:55]1.[CH3:36][NH:37][CH2:38][CH2:39][NH:40][CH3:41].[Cu:56][I:57].[K+:47].[K+:48].[K+:49].[O:30]=[C:31]1[CH2:32][CH2:33][CH2:34][NH:35]1.[P:42]([O-:43])([O-:44])([O-:45])=[O:46]>>[c:2]1([N:35]2[C:31](=[O:30])[CH2:32][CH2:33][CH2:34]2)[cH:3][c:4]([F:29])[c:5](-[n:9]2[n:10][c:11](-[c:18]3[cH:19][cH:20][n:21][n:22]3-[c:23]3[cH:24][cH:25][cH:26][cH:27][cH:28]3)[c:12](=[O:17])[c:13]([O:15][CH3:16])[cH:14]2)[cH:6][c:7]1[F:8]. RXN SMILES: [CH3:1][N:2]([CH3:38])[CH:3]1[CH2:8][CH2:7][N:6]([CH2:9][C:10]2[S:18][C:17]3[C:16]([N:19]4[CH2:24][CH2:23][O:22][CH2:21][CH2:20]4)=[N:15][C:14]([Sn](CCCC)(CCCC)CCCC)=[N:13][C:12]=3[CH:11]=2)[CH2:5][CH2:4]1.Br[C:40]1[N:45]2[CH:46]=[CH:47][N:48]=[C:44]2[CH:43]=[CH:42][CH:41]=1>C1COCC1.C1C=CC([P]([Pd]([P](C2C=CC=CC=2)(C2C=CC=CC=2)C2C=CC=CC=2)([P](C2C=CC=CC=2)(C2C=CC=CC=2)C2C=CC=CC=2)[P](C2C=CC=CC=2)(C2C=CC=CC=2)C2C=CC=CC=2)(C2C=CC=CC=2)C2C=CC=CC=2)=CC=1.[Cu]I>[N:48]1[CH:47]=[CH:46][N:45]2[C:40]([C:14]3[N:15]=[C:16]([N:19]4[CH2:24][CH2:23][O:22][CH2:21][CH2:20]4)[C:17]4[S:18][C:10]([CH2:9][N:6]5[CH2:5][CH2:4][CH:3]([N:2]([CH3:38])[CH3:1])[CH2:8][CH2:7]5)=[CH:11][C:12]=4[N:13]=3)=[CH:41][CH:42]=[CH:43][C:44]=12 |^1:57,59,78,97|. Run at temperature 140 celsius. The reagents and catalysts are C=1C=CC(=CC1)[P](C=2C=CC=CC2)(C=3C=CC=CC3)[Pd]([P](C=4C=CC=CC4)(C=5C=CC=CC5)C=6C=CC=CC6)([P](C=7C=CC=CC7)(C=8C=CC=CC8)C=9C=CC=CC9)[P](C=1C=CC=CC1)(C=1C=CC=CC1)C=1C=CC=CC1 (Pd(PPh3)4), [Cu]I (copper(I) iodide). Yields the product N=1C=CN2C1C=CC=C2C=2N=C(C1=C(N2)C=C(S1)CN1CCC(CC1)N(C)C)N1CCOCC1 (1-((2-(imidazo[1,2-a]pyridin-5-yl)-4-morpholinothieno[3,2-d]pyrimidin-6-yl)methyl)-N,N-dimethylpiperidin-4-amine). The yield is 62.8%. Procedure: A mixture of dimethyl-[1-(4-morpholin-4-yl-2-(tributylstannanyl)thieno[3,2-d]pyrimidin-6-ylmethyl)piperidin-4-yl]amine (156 mg, 0.24 mmol), 5-bromoimidazo[1,2-a]pyridine (56 mg, 0.29 mmol), Pd(PPh3)4 (28 mg, 0.02 mmol) and copper(I) iodide (55 mg, 0.29 mmol) in THF (2.5 mL) was purged with argon gas then heated at 140° C., for 20 min, in a microwave reactor. The reaction mixture was loaded onto an Isolute® SCX-2 cartridge (5 g), washed with MeOH then eluted with 2 M NH3 in MeOH. The resulting re... Run in C1CCOC1 (THF). Starting materials: CN(C1CCN(CC1)CC1=CC=2N=C(N=C(C2S1)N1CCOCC1)[Sn](CCCC)(CCCC)CCCC)C (dimethyl-[1-(4-morpholin-4-yl-2-(tributylstannanyl)thieno[3,2-d]pyrimidin-6-ylmethyl)piperidin-4-yl]amine), BrC1=CC=CC=2N1C=CN2 (5-bromoimidazo[1,2-a]pyridine). Starting materials: CC#CCOc1ccc(S(=O)(=O)NC(C(=O)OC)C(C)C)cc1, CCI. Yields the product CC#CCOc1ccc(S(=O)(=O)N(CC)C(C(=O)OC)C(C)C)cc1. RXN SMILES: [CH3:1][O:2][C:3]([CH:4]([CH:5]([CH3:6])[CH3:7])[NH:8][S:9](=[O:10])(=[O:11])[c:12]1[cH:13][cH:14][c:15]([O:18][CH2:19][C:20]#[C:21][CH3:22])[cH:16][cH:17]1)=[O:23].[I:24][CH2:25][CH3:26]>>[CH3:1][O:2][C:3]([CH:4]([CH:5]([CH3:6])[CH3:7])[N:8]([S:9](=[O:10])(=[O:11])[c:12]1[cH:13][cH:14][c:15]([O:18][CH2:19][C:20]#[C:21][CH3:22])[cH:16][cH:17]1)[CH2:25][CH3:26])=[O:23]. Reactants: CCNC(=N)N, Cc1onc(-c2ccccc2)c1C(=O)Cl, CC(C)=O, [Na+], [Na+], [Na+], O=S(=O)([O-])[O-], O=S(=O)([O-])[O-], [OH-]. The product is CCNC(=N)NC(=O)c1c(-c2ccccc2)noc1C. Reaction SMILES: [CH2:3]([CH3:4])[NH:5][C:6](=[NH:7])[NH2:8].[CH3:21][c:22]1[c:23]([C:33](=[O:34])[Cl:35])[c:24](-[c:27]2[cH:28][cH:29][cH:30][cH:31][cH:32]2)[n:25][o:26]1.[CH3:36][C:37](=[O:38])[CH3:39].[Na+:14].[Na+:15].[Na+:2].[O-:16][S:17](=[O:18])(=[O:19])[O-:20].[O-:9][S:10](=[O:11])(=[O:12])[O-:13].[OH-:1]>>[CH2:3]([CH3:4])[NH:5][C:6](=[NH:7])[NH:8][C:33]([c:23]1[c:22]([CH3:21])[o:26][n:25][c:24]1-[c:27]1[cH:28][cH:29][cH:30][cH:31][cH:32]1)=[O:34]. The reactants are O=C([O-])[O-], CN(C)C=O, [Cl-], [K+], [K+], O, COc1cc(COc2nn(-c3ccccc3)cc2C=O)ccc1OCc1nc(-c2ccco2)oc1C, c1ccc([P+](Cc2cscn2)(c2ccccc2)c2ccccc2)cc1. The product is COc1cc(COc2nn(-c3ccccc3)cc2C=Cc2cscn2)ccc1OCc1nc(-c2ccco2)oc1C. Reaction SMILES: [C:63](=[O:64])([O-:65])[O-:66].[CH3:69][N:70]([CH3:71])[CH:72]=[O:73].[Cl-:37].[K+:67].[K+:68].[OH2:74].[o:1]1[c:2](-[c:6]2[o:7][c:8]([CH3:36])[c:9]([CH2:11][O:12][c:13]3[c:14]([O:34][CH3:35])[cH:15][c:16]([CH2:17][O:18][c:19]4[n:20][n:21](-[c:26]5[cH:27][cH:28][cH:29][cH:30][cH:31]5)[cH:22][c:23]4[CH:24]=[O:25])[cH:32][cH:33]3)[n:10]2)[cH:3][cH:4][cH:5]1.[s:38]1[cH:39][n:40][c:41]([CH2:43][P+:44]([c:45]2[cH:46][cH:47][cH:48][cH:49][cH:50]2)([c:51]2[cH:52][cH:53][cH:54][cH:55][cH:56]2)[c:57]2[cH:58][cH:59][cH:60][cH:61][cH:62]2)[cH:42]1>>[o:1]1[c:2](-[c:6]2[o:7][c:8]([CH3:36])[c:9]([CH2:11][O:12][c:13]3[c:14]([O:34][CH3:35])[cH:15][c:16]([CH2:17][O:18][c:19]4[n:20][n:21](-[c:26]5[cH:27][cH:28][cH:29][cH:30][cH:31]5)[cH:22][c:23]4[CH:24]=[CH:43][c:41]4[n:40][cH:39][s:38][cH:42]4)[cH:32][cH:33]3)[n:10]2)[cH:3][cH:4][cH:5]1. The reactants are [N+](=O)([O-])C1=C(C=NC=C1)OC=1C=C2C=CNC2=CC1 (5-[(4-nitro-3-pyridinyl)oxy]-1H-indole), oxide. Solvent: C(C)O (ethanol). Yields the product N1C=CC2=CC(=CC=C12)OC=1C=NC=CC1N (3-[(1H-Indol-5-yl)oxy]-4-pyridinamine). As a reaction SMILES: [N+:1]([C:4]1[CH:9]=[CH:8][N:7]=[CH:6][C:5]=1[O:10][C:11]1[CH:12]=[C:13]2[C:17](=[CH:18][CH:19]=1)[NH:16][CH:15]=[CH:14]2)([O-])=O>C(O)C>[NH:16]1[C:17]2[C:13](=[CH:12][C:11]([O:10][C:5]3[CH:6]=[N:7][CH:8]=[CH:9][C:4]=3[NH2:1])=[CH:19][CH:18]=2)[CH:14]=[CH:15]1. Procedure details: A suspension of 5-[(4-nitro-3-pyridinyl)oxy]-1H-indole, N5 -oxide (10 g) in 250 ml ethanol containing 0.4 g PtO2 was hydrogenated at 50 psi for 25 hours and thereafter filtered through Celite and concentrated to 9 g oil. This oil was purified by HPLC (silica, 10% methanol in ethyl acetate) to give 3.5 g solid. This solid was recrystallized from acetonitrile to give 2.4 g crystals, m.p. 170°-172°. Reactants: [OH-].[Na+] (sodium hydroxide), FC(C(F)F)(OC1=CC=C(C=O)C=C1)F (p-(1,1,2,2-tetrafluoroethoxy)benzaldehyde), CC(=O)C (acetone), alcohol. Run in O (water). Yields the product FC(C(F)F)(OC1=CC=C(C=C1)C=CC(C=CC1=CC=C(C=C1)OC(C(F)F)(F)F)=O)F (1,5-Bis[p-(1,1,2,2-tetrafluoroethoxy)phenyl]-1,4-pentadien-3-one). Isolated yield 25.0%. RXN SMILES: [OH-:1].[Na+].[F:3][C:4]([F:17])([O:8][C:9]1[CH:16]=[CH:15][C:12]([CH:13]=O)=[CH:11][CH:10]=1)[CH:5]([F:7])[F:6].[CH3:18][C:19]([CH3:21])=[O:20]>O>[F:3][C:4]([F:17])([O:8][C:9]1[CH:16]=[CH:15][C:12]([CH:13]=[CH:16][C:9](=[O:1])[CH:10]=[CH:11][C:12]2[CH:15]=[CH:21][C:19]([O:20][C:4]([F:3])([F:17])[CH:5]([F:6])[F:7])=[CH:18][CH:13]=2)=[CH:11][CH:10]=1)[CH:5]([F:7])[F:6] |f:0.1|. Reported procedure: Aqueous sodium hydroxide (28.1 ml; 10%) is added dropwise, rapidly, to a stirred mixture of p-(1,1,2,2-tetrafluoroethoxy)benzaldehyde (11 ml; 0.069 mole), acetone (2.4 ml; 0.33 mole), absolute alcohol (135 ml) and water (14 ml). The reaction mixture exotherms to 30° C. The reaction mixture is then cooled, the precipitated material is filtered, washed and dried to afford 3.8 g (25%) of title product. Reactants: BrC=1C=C(C=2C=NN(C2C1)C(C)C)C(=O)NCC=1C(NC(=CC1CCC)C)=O (6-bromo-1-(1-methylethyl)-N-[(6-methyl-2-oxo-4-propyl-1,2-dihydro-3-pyridinyl)methyl]-1H-indazole-4-carboxamide), N1=CN=CC(=C1)B(O)O (5-pyrimidinylboronic acid). Product: CC(C)N1N=CC=2C(=CC(=CC12)C=1C=NC=NC1)C(=O)NCC=1C(NC(=CC1CCC)C)=O (1-(1-methylethyl)-N-[(6-methyl-2-oxo-4-propyl-1,2-dihydro-3-pyridinyl)methyl]-6-(5-pyrimidinyl)-1H-indazole-4-carboxamide). As a reaction SMILES: Br[C:2]1[CH:3]=[C:4]([C:14]([NH:16][CH2:17][C:18]2[C:19](=[O:28])[NH:20][C:21]([CH3:27])=[CH:22][C:23]=2[CH2:24][CH2:25][CH3:26])=[O:15])[C:5]2[CH:6]=[N:7][N:8]([CH:11]([CH3:13])[CH3:12])[C:9]=2[CH:10]=1.[N:29]1[CH:34]=[C:33](B(O)O)[CH:32]=[N:31][CH:30]=1>>[CH3:12][CH:11]([N:8]1[C:9]2[CH:10]=[C:2]([C:33]3[CH:34]=[N:29][CH:30]=[N:31][CH:32]=3)[CH:3]=[C:4]([C:14]([NH:16][CH2:17][C:18]3[C:19](=[O:28])[NH:20][C:21]([CH3:27])=[CH:22][C:23]=3[CH2:24][CH2:25][CH3:26])=[O:15])[C:5]=2[CH:6]=[N:7]1)[CH3:13]. Reported procedure: The title compound was prepared in the same manner as described for example 75 from 6-bromo-1-(1-methylethyl)-N-[(6-methyl-2-oxo-4-propyl-1,2-dihydro-3-pyridinyl)methyl]-1H-indazole-4-carboxamide (100 mg, 0.225 mmol) and 5-pyrimidinylboronic acid (42 mg, 0.337 mmol). The final product was collected as a white solid (77 mg, 75%). 1H NMR (400 MHz, DMSO-d6) δ ppm 11.55 (s, 1H) 9.35 (s, 2H) 9.21-9.26 (m, 1H) 8.63 (t, J=4.93 Hz, 1H) 8.45 (s, 1H) 8.38 (s, 1H) 7.99 (d, J=1.26 Hz, 1H) 5.92 (s, 1H) 5.18 ...